Dataset: the Open Reaction Database (ORD), a public repository of structured organic reaction records. Task: describe an organic reaction: reactants, conditions, products, and yield Reactants: CO, CCOC(=O)c1ccc(S(C)(=O)=O)cc1[N+](=O)[O-]. The product is CCOC(=O)c1ccc(S(C)(=O)=O)cc1N. RXN SMILES: [CH3:19][OH:20].[N+:1]([O-:2])(=[O:3])[c:4]1[c:5]([C:6](=[O:7])[O:8][CH2:9][CH3:10])[cH:11][cH:12][c:13]([S:15](=[O:16])(=[O:17])[CH3:18])[cH:14]1>>[NH2:1][c:4]1[c:5]([C:6](=[O:7])[O:8][CH2:9][CH3:10])[cH:11][cH:12][c:13]([S:15](=[O:16])(=[O:17])[CH3:18])[cH:14]1. The reactants are ClC1=NC=C(C(=N1)CCC1=C(C=CC=C1)CC(=O)N)C (2-(2-(2-(2-chloro-5-methylpyrimidin-4-yl)ethyl)phenyl)acetamide), NC1=CC=C(C=C1)C1CN(C1)C(=O)OC(C)(C)C (tert-butyl 3-(4-aminophenyl)azetidine-1-carboxylate), C(=O)([O-])[O-].[Cs+].[Cs+] (Cs2CO3), CC1(C2=C(C(=CC=C2)P(C3=CC=CC=C3)C4=CC=CC=C4)OC5=C(C=CC=C51)P(C6=CC=CC=C6)C7=CC=CC=C7)C (Xantphos). The reagents and catalysts are CC(=O)[O-].CC(=O)[O-].[Pd+2] (Pd(OAc)2). Run in O1CCOCC1 (1,4-dioxane). Reaction conditions: temperature 100 celsius. Product: NC(CC1=C(CCC2=NC(=NC=C2C)NC2=CC=C(C=C2)C2CN(C2)C(=O)OC(C)(C)C)C=CC=C1)=O (tert-Butyl 3-(4-((4-(2-(2-amino-2-oxoethyl)phenethyl)-5-methylpyrimidin-2-yl)amino)phenyl)azetidine-1-carboxylate), foam. The yield is 33.0%. As a reaction SMILES: Cl[C:2]1[N:7]=[C:6]([CH2:8][CH2:9][C:10]2[CH:15]=[CH:14][CH:13]=[CH:12][C:11]=2[CH2:16][C:17]([NH2:19])=[O:18])[C:5]([CH3:20])=[CH:4][N:3]=1.[NH2:21][C:22]1[CH:27]=[CH:26][C:25]([CH:28]2[CH2:31][N:30]([C:32]([O:34][C:35]([CH3:38])([CH3:37])[CH3:36])=[O:33])[CH2:29]2)=[CH:24][CH:23]=1.C([O-])([O-])=O.[Cs+].[Cs+].CC1(C)C2C(=C(P(C3C=CC=CC=3)C3C=CC=CC=3)C=CC=2)OC2C(P(C3C=CC=CC=3)C3C=CC=CC=3)=CC=CC1=2>O1CCOCC1.CC([O-])=O.CC([O-])=O.[Pd+2]>[NH2:19][C:17](=[O:18])[CH2:16][C:11]1[CH:12]=[CH:13][CH:14]=[CH:15][C:10]=1[CH2:9][CH2:8][C:6]1[C:5]([CH3:20])=[CH:4][N:3]=[C:2]([NH:21][C:22]2[CH:23]=[CH:24][C:25]([CH:28]3[CH2:29][N:30]([C:32]([O:34][C:35]([CH3:38])([CH3:37])[CH3:36])=[O:33])[CH2:31]3)=[CH:26][CH:27]=2)[N:7]=1 |f:2.3.4,7.8.9|. Procedure: A suspension of 2-(2-(2-(2-chloro-5-methylpyrimidin-4-yl)ethyl)phenyl)acetamide (K6) (0.150 g, 0.518 mmol), tert-butyl 3-(4-aminophenyl)azetidine-1-carboxylate (A77) (0.141 g, 0.569 mmol), Pd(OAc)2 (2.3 mg, 0.010 mmol), Cs2CO3 (0.506 g, 1.55 mmol) and Xantphos (11.9 mg, 0.021 mmol) in 1,4-dioxane (2 mL) was heated under microwave irradiation at 100° C. for 1.5 hours. The resulting mixture was dry loaded onto silica gel and purified using silica gel column chromatography (CombiFlash Rf, 12 g SiO2... Reactants: C(C)(C)(C)OC(=O)N1C(CC(C1)CO)C(=O)OC(C)(C)C (4-hydroxymethyl-pyrrolidine-1,2-dicarboxylic acid di-tert-butyl ester), C1(=CC=CC=C1)P(C1=CC=CC=C1)C1=CC=CC=C1 (triphenylphosphine), ClC=1C=C(C=CC1)O (3-chlorophenol), CC(C)OC(=O)/N=N/C(=O)OC(C)C (diisopropylazodicarboxylate). The solvent is O1CCCC1 (tetrahydrofuran). Reaction conditions: time 18 hour. Yields the product C(C)(C)(C)OC(=O)N1[C@@H](C[C@@H](C1)COC1=CC(=CC=C1)Cl)C(=O)OC(C)(C)C ((2S,4S)-4-(3-chloro-phenoxymethyl)-pyrrolidine-1,2-dicarboxylic acid di-tert-butyl ester). Isolated yield 36.4%. As a reaction SMILES: [C:1]([O:5][C:6]([N:8]1[CH2:12][CH:11]([CH2:13][OH:14])[CH2:10][CH:9]1[C:15]([O:17][C:18]([CH3:21])([CH3:20])[CH3:19])=[O:16])=[O:7])([CH3:4])([CH3:3])[CH3:2].C1(P(C2C=CC=CC=2)C2C=CC=CC=2)C=CC=CC=1.[Cl:41][C:42]1[CH:43]=[C:44](O)[CH:45]=[CH:46][CH:47]=1.CC(OC(/N=N/C(OC(C)C)=O)=O)C>O1CCCC1>[C:1]([O:5][C:6]([N:8]1[CH2:12][C@@H:11]([CH2:13][O:14][C:46]2[CH:45]=[CH:44][CH:43]=[C:42]([Cl:41])[CH:47]=2)[CH2:10][C@H:9]1[C:15]([O:17][C:18]([CH3:21])([CH3:20])[CH3:19])=[O:16])=[O:7])([CH3:3])([CH3:4])[CH3:2]. Procedure: To a solution of 4-hydroxymethyl-pyrrolidine-1,2-dicarboxylic acid di-tert-butyl ester (Preparation 45, 132 mg, 0.44 mmol), triphenylphosphine (172 mg, 0.66 mmol) and 3-chlorophenol (0.069 ml, 0.66 mmol) in tetrahydrofuran (5 ml) at 0° C. under a nitrogen atmosphere was added diisopropylazodicarboxylate (0.129 ml; 0.66 mmol) dropwise and allowed to stir to room temperature over 18 hours. The solvent was removed under reduced pressure and the residue purified by chromatography on silica gel, elut... Reactants: FC=1C(=NC=CN1)[C@@H]1C[C@H](CCC1)O ((rac)-trans-3-(3-fluoropyrazin-2-yl)cyclohexanol), N1=C(C=CC=C1)NC1=CC=C(C=C1)O (4-(pyridin-2-ylamino)phenol), C([O-])([O-])=O.[Cs+].[Cs+] (cesium carbonate). Run in CN1CCCC1=O (NMP). Reaction conditions: temperature 150 celsius. The product is N1=C(C=CC=C1)NC1=CC=C(OC=2C(=NC=CN2)[C@@H]2C[C@H](CCC2)O)C=C1 ((RAC)-TRANS-3-(3-(4-(PYRIDIN-2-YLAMINO)PHENOXY)PYRAZIN-2-YL)CYCLOHEXANOL). As a reaction SMILES: F[C:2]1[C:3]([C@H:8]2[CH2:13][CH2:12][CH2:11][C@H:10]([OH:14])[CH2:9]2)=[N:4][CH:5]=[CH:6][N:7]=1.[N:15]1[CH:20]=[CH:19][CH:18]=[CH:17][C:16]=1[NH:21][C:22]1[CH:27]=[CH:26][C:25]([OH:28])=[CH:24][CH:23]=1.C(=O)([O-])[O-].[Cs+].[Cs+]>CN1C(=O)CCC1>[N:15]1[CH:20]=[CH:19][CH:18]=[CH:17][C:16]=1[NH:21][C:22]1[CH:27]=[CH:26][C:25]([O:28][C:2]2[C:3]([C@H:8]3[CH2:13][CH2:12][CH2:11][C@H:10]([OH:14])[CH2:9]3)=[N:4][CH:5]=[CH:6][N:7]=2)=[CH:24][CH:23]=1 |f:2.3.4|. Procedure: A mixture of (rac)-trans-3-(3-fluoropyrazin-2-yl)cyclohexanol (35 mg, 0.178 mmol), as prepared according to Scheme 35a, 4-(pyridin-2-ylamino)phenol (66.4 mg, 0.357 mmol), and cesium carbonate (116 mg, 0.357 mmol) in NMP (1 ml) was heated in a Biotage™ microwave reactor at 150° C. for 30 min. The mixture was partitioned between H2O (10 ml) and CH2Cl2 (20 ml), the layers were separated, and the aqueous layer was extracted with CH2Cl2 (3×20 ml). The combined organic layers were dried (MgSO4), conce...